This data is from the Open Reaction Database (ORD), a public repository of structured organic reaction records. The task is: describe an organic reaction: reactants, conditions, products, and yield Reactants: C(C)OC(C(CC1=CC=C(C=C1)O)(OC1=CC=C(C=C1)C)C)=O (3-(4-hydroxyphenyl)-2-methyl-2-p-tolyloxypropionic acid ethyl ester), C1(CCCCC1)C=1OC(=C(N1)CCOS(=O)(=O)C1=CC=C(C=C1)C)C (toluene-4-sulfonic acid 2-(2-cyclohexyl-5-methyl-oxazol-4-yl)-ethyl ester). Yields the product C1(CCCCC1)C=1OC(=C(N1)CCOC1=CC=C(C=C1)CC(C(=O)O)(OC1=CC=C(C=C1)C)C)C (3-{4-[2-(2-Cyclohexyl-5-methyl-oxazol-4-yl)-ethoxy]-phenyl}-2-methyl-2-p-tolyloxy-propionic acid). Reaction SMILES: C([O:3][C:4](=[O:23])[C:5]([CH3:22])([O:14][C:15]1[CH:20]=[CH:19][C:18]([CH3:21])=[CH:17][CH:16]=1)[CH2:6][C:7]1[CH:12]=[CH:11][C:10](O)=[CH:9][CH:8]=1)C.[CH:24]1([C:30]2[O:31][C:32]([CH3:48])=[C:33]([CH2:35][CH2:36][O:37]S(C3C=CC(C)=CC=3)(=O)=O)[N:34]=2)[CH2:29][CH2:28][CH2:27][CH2:26][CH2:25]1>>[CH:24]1([C:30]2[O:31][C:32]([CH3:48])=[C:33]([CH2:35][CH2:36][O:37][C:10]3[CH:9]=[CH:8][C:7]([CH2:6][C:5]([CH3:22])([O:14][C:15]4[CH:20]=[CH:19][C:18]([CH3:21])=[CH:17][CH:16]=4)[C:4]([OH:23])=[O:3])=[CH:12][CH:11]=3)[N:34]=2)[CH2:25][CH2:26][CH2:27][CH2:28][CH2:29]1. Procedure details: The representative procedure (B) was utilized to prepare the title compound from 3-(4-hydroxyphenyl)-2-methyl-2-p-tolyloxypropionic acid ethyl ester and toluene-4-sulfonic acid 2-(2-cyclohexyl-5-methyl-oxazol-4-yl)-ethyl ester. 1H NMR (400 MHz, CDCl3) δ 10.90 (bs, 1H), 7.18 (d, 2H, J=8.4 Hz), 7.05 (d, 2H, J=8.4 Hz), 6.79 and 6.79 (d of Abq, 4H, J=8.0 Hz), 4.15 (t, 2H, J=6.0 Hz), 3.23 and 3.11 (d of Abq, 2H, J=13.8 Hz), 3.02-2.93 (m, 3H), 2.34 (s, 3H), 2.29 (s, 3H), 2.10-2.00 (m, 2H), 1.89-1.80 (... Starting materials: ClC=1C=CC=C2C(=NN(C12)CCC)C1=CC(=C(C=C1)O)F (4-(7-chloro-1-propyl-1H-indazole-3-yl)-2-fluorophenol), C(C)(C)N(CC)C(C)C (diisopropylethylamine), CC(CC(=O)Cl)(C)C (3,3-dimethylbutanoyl chloride). The reagents and catalysts are CN(C1=CC=NC=C1)C (4-(dimethylamino)pyridine). Run in ClCCl (dichloromethane), ClCCl (dichloromethane). Conditions: time 30 minute. The product is CC(CC(=O)OC1=C(C=C(C=C1)C1=NN(C2=C(C=CC=C12)Cl)CCC)F)(C)C (4-(7-Chloro-1-propyl-1H-indazole-3-yl)-2-fluorophenyl 3,3-dimethylbutanoate). Isolated yield 81.8%. RXN SMILES: [Cl:1][C:2]1[CH:3]=[CH:4][CH:5]=[C:6]2[C:10]=1[N:9]([CH2:11][CH2:12][CH3:13])[N:8]=[C:7]2[C:14]1[CH:19]=[CH:18][C:17]([OH:20])=[C:16]([F:21])[CH:15]=1.C(N(C(C)C)CC)(C)C.[CH3:31][C:32]([CH3:38])([CH3:37])[CH2:33][C:34](Cl)=[O:35]>ClCCl.CN(C)C1C=CN=CC=1>[CH3:31][C:32]([CH3:38])([CH3:37])[CH2:33][C:34]([O:20][C:17]1[CH:18]=[CH:19][C:14]([C:7]2[C:6]3[C:10](=[C:2]([Cl:1])[CH:3]=[CH:4][CH:5]=3)[N:9]([CH2:11][CH2:12][CH3:13])[N:8]=2)=[CH:15][C:16]=1[F:21])=[O:35]. Procedure: To a solution of 4-(7-chloro-1-propyl-1H-indazole-3-yl)-2-fluorophenol (0.10 g, 0.33 mmol) in dichloromethane (20 mL) at −78° C. was added diisopropylethylamine (0.70 mL, 0.41 mmol), 3,3-dimethylbutanoyl chloride (0.05 mL, 0.35 mmol) and catalytic amount of 4-(dimethylamino)pyridine. The reaction was stirred at this temperature for 30 minutes. The mixture was diluted with dichloromethane and the organic layer washed with 1n hydrochloric acid solution, water and saturated aqueous sodium chloride ... Starting materials: [Br-], ClCCl, CN([SiH](C)C)[Si](C)(C)C, CCCC[N+](CCCC)(CCCC)CCCC, [NH4+], O=C(O)COc1ccccc1. Yields the product C[Si](C)(C)OC(=O)COc1ccccc1. Reaction SMILES: [Br-:22].[CH2:40]([Cl:41])[Cl:42].[CH3:13][SiH:14]([CH3:15])[N:20]([Si:16]([CH3:17])([CH3:18])[CH3:19])[CH3:21].[CH3:23][CH2:24][CH2:25][CH2:26][N+:27]([CH2:28][CH2:29][CH2:30][CH3:31])([CH2:32][CH2:33][CH2:34][CH3:35])[CH2:36][CH2:37][CH2:38][CH3:39].[NH4+:1].[O:2]([c:3]1[cH:4][cH:5][cH:6][cH:7][cH:8]1)[CH2:9][C:10](=[O:11])[OH:12]>>[O:2]([c:3]1[cH:4][cH:5][cH:6][cH:7][cH:8]1)[CH2:9][C:10](=[O:11])[O:12][Si:16]([CH3:17])([CH3:18])[CH3:19]. The reactants are Cl (HCl), NC1=C(C2=C(C=N1)C(=CO2)C=2C=NN(C2)C2CCN(CC2)C(=O)OC(C)(C)C)OC(C)C2=C(C(=CC(=C2Cl)F)F)Cl (tert-Butyl 4-(4-{6-amino-7-[1-(2,6-dichloro-3,5-difluorophenyl)ethoxy]furo[3,2-c]pyridin-3-yl}-1H-pyrazol-1-yl)piperidine-1-carboxylate). The solvent is O1CCOCC1 (1,4-Dioxane), O1CCOCC1 (1,4-Dioxane). Run at temperature 47.5 celsius, time 2 hour. Yields the product ClC1=C(C(=C(C=C1F)F)Cl)C(C)OC=1C2=C(C=NC1N)C(=CO2)C=2C=NN(C2)C2CCNCC2 (7-[1-(2,6-Dichloro-3,5-difluorophenyl)ethoxy]-3-[1-(piperidin-4-yl)-1H-pyrazol-4-yl]furo[3,2-c]pyridin-6-amine). RXN SMILES: [NH2:1][C:2]1[N:7]=[CH:6][C:5]2[C:8]([C:11]3[CH:12]=[N:13][N:14]([CH:16]4[CH2:21][CH2:20][N:19](C(OC(C)(C)C)=O)[CH2:18][CH2:17]4)[CH:15]=3)=[CH:9][O:10][C:4]=2[C:3]=1[O:29][CH:30]([C:32]1[C:37]([Cl:38])=[C:36]([F:39])[CH:35]=[C:34]([F:40])[C:33]=1[Cl:41])[CH3:31].Cl>O1CCOCC1>[Cl:41][C:33]1[C:34]([F:40])=[CH:35][C:36]([F:39])=[C:37]([Cl:38])[C:32]=1[CH:30]([O:29][C:3]1[C:4]2[O:10][CH:9]=[C:8]([C:11]3[CH:12]=[N:13][N:14]([CH:16]4[CH2:17][CH2:18][NH:19][CH2:20][CH2:21]4)[CH:15]=3)[C:5]=2[CH:6]=[N:7][C:2]=1[NH2:1])[CH3:31]. Reported procedure: Into a round bottom flask were added tert-Butyl 4-(4-{6-amino-7-[1-(2,6-dichloro-3,5-difluorophenyl)ethoxy]furo[3,2-c]pyridin-3-yl}-1H-pyrazol-1-yl)piperidine-1-carboxylate (12.0 mg, 0.0197 mmol) and 1,4-Dioxane (3.0 mL, 38 mmol). 4 M HCl in 1,4-Dioxane (0.2 mL) was added slowly at 0° C. and the reaction mixture was stirred at rt (1 h), 30° C. (2 h), and 45-50° C. until completion. The reaction mixture was passed through SCX-2 and then purified by HPLC to afford the title compound. 1H NMR (400 M... The reactants are BrC1=CC2=CN(N=C2C(=C1)C(C)OCC1(CCN(CC1)C(=O)OC(C)(C)C)C1=CC=C(C=C1)F)COCC[Si](C)(C)C ((±)-tert-Butyl 4-((1-(5-bromo-2-((2-(trimethylsilyl)ethoxy)methyl)-2H-indazol-7-yl)ethoxy)methyl)-4-(4-fluorophenyl)piperidine-1-carboxylate), CN(C)[Sn](CCCC)(CCCC)CCCC (dimethylaminotri-n-butyltin). The reagents and catalysts are CC1=CC=CC=C1P(C2=CC=CC=C2C)C3=CC=CC=C3C.CC1=CC=CC=C1P(C2=CC=CC=C2C)C3=CC=CC=C3C.Cl[Pd]Cl (trans-dichlorobis(tri-o-tolylphosphine)palladium (II)). The solvent is C1(=CC=CC=C1)C (toluene). Reaction conditions: temperature 120 celsius. Yields the product CN(C1=CC2=CN(N=C2C(=C1)C(C)OCC1(CCN(CC1)C(=O)OC(C)(C)C)C1=CC=C(C=C1)F)COCC[Si](C)(C)C)C ((±)-tert-Butyl 4-((1-(5-dimethylamino-2-((2-(trimethylsilyl)ethoxy)methyl)-2H-indazol-7-yl)ethoxy)methyl)-4-(4-fluorophenyl)piperidine-1-carboxylate). As a reaction SMILES: Br[C:2]1[CH:10]=[C:9]([CH:11]([O:13][CH2:14][C:15]2([C:28]3[CH:33]=[CH:32][C:31]([F:34])=[CH:30][CH:29]=3)[CH2:20][CH2:19][N:18]([C:21]([O:23][C:24]([CH3:27])([CH3:26])[CH3:25])=[O:22])[CH2:17][CH2:16]2)[CH3:12])[C:8]2[C:4](=[CH:5][N:6]([CH2:35][O:36][CH2:37][CH2:38][Si:39]([CH3:42])([CH3:41])[CH3:40])[N:7]=2)[CH:3]=1.[CH3:43][N:44]([Sn](CCCC)(CCCC)CCCC)[CH3:45]>C1(C)C=CC=CC=1.CC1C(P(C2C(C)=CC=CC=2)C2C(C)=CC=CC=2)=CC=CC=1.CC1C(P(C2C(C)=CC=CC=2)C2C(C)=CC=CC=2)=CC=CC=1.Cl[Pd]Cl>[CH3:43][N:44]([CH3:45])[C:2]1[CH:10]=[C:9]([CH:11]([O:13][CH2:14][C:15]2([C:28]3[CH:33]=[CH:32][C:31]([F:34])=[CH:30][CH:29]=3)[CH2:20][CH2:19][N:18]([C:21]([O:23][C:24]([CH3:27])([CH3:26])[CH3:25])=[O:22])[CH2:17][CH2:16]2)[CH3:12])[C:8]2[C:4](=[CH:5][N:6]([CH2:35][O:36][CH2:37][CH2:38][Si:39]([CH3:42])([CH3:41])[CH3:40])[N:7]=2)[CH:3]=1 |f:3.4.5|. Procedure details: (±)-tert-Butyl 4-((1-(5-bromo-2-((2-(trimethylsilyl)ethoxy)methyl)-2H-indazol-7-yl)ethoxy)methyl)-4-(4-fluorophenyl)piperidine-1-carboxylate (150 mg, 0.226 mmol), trans-dichlorobis(tri-o-tolylphosphine)palladium (II) (17.79 mg, 0.023 mmol), and dimethylaminotri-n-butyltin (0.28 mL, 0.905 mmol) were combined in toluene (1.5 mL) in a microwave tube and sealed. After flushing the mixture with nitrogen, the mixture was heated at 120° C. for 1 h via microwave. After cooling to room temperature, the r... The reactants are Cl (hydrochloric acid), C(C)[C@@H]1CC(C2=CC=C(C=C2C1(C)C)C)(C)C ((R)-3-ethyl-1,1,4,4,6-pentamethyl-1,2,3,4-tetrahydronaphthalene), C(C)(=O)Cl (acetyl chloride), [Cl-].[Al+3].[Cl-].[Cl-] (aluminum chloride). The solvent is ClCCCl (1,2-dichloroethane). Reaction conditions: time 1 hour. Product: C(C)(=O)C1=C(C=C2C([C@@H](CC(C2=C1)(C)C)CC)(C)C)C ((R)-7-acetyl-3-ethyl-1,1,4,4,6-pentamethyl-1,2,3,4-tetrahydronaphthalene). The yield is 96.2%. RXN SMILES: [CH2:1]([C@H:3]1[C:12]([CH3:14])([CH3:13])[C:11]2[C:6](=[CH:7][CH:8]=[C:9]([CH3:15])[CH:10]=2)[C:5]([CH3:17])([CH3:16])[CH2:4]1)[CH3:2].[C:18](Cl)(=[O:20])[CH3:19].[Cl-].[Al+3].[Cl-].[Cl-].Cl>ClCCCl>[C:18]([C:8]1[CH:7]=[C:6]2[C:11]([C:12]([CH3:14])([CH3:13])[C@H:3]([CH2:1][CH3:2])[CH2:4][C:5]2([CH3:16])[CH3:17])=[CH:10][C:9]=1[CH3:15])(=[O:20])[CH3:19] |f:2.3.4.5|. Procedure: To a solution of (R)-3-ethyl-1,1,4,4,6-pentamethyl-1,2,3,4-tetrahydronaphthalene ([α]546 +2.2° (C=0.95 in ethanol)) (36.5 g; 0.159 mol) and acetyl chloride (13.7 g; 0.174 mol) in 1,2-dichloroethane (100 ml), anhydrous aluminum chloride (25.3 g; 0.190 mol) was added at 20° C., and the resulting mixture was stirred for 1 hour. The reaction mixture was treated with dilute hydrochloric acid while cooling with ice. The organic layer was washed with dilute hydrochloric acid, saturated sodium carbonate... Reactants: O=C(O)CBr, Cc1ccccc1, COCCOCCO, O, O, Cc1ccc(S(=O)(=O)O)cc1. Product: COCCOCCOC(=O)CBr. Reaction SMILES: [Br:1][CH2:2][C:3](=[O:4])[OH:5].[CH3:27][c:28]1[cH:29][cH:30][cH:31][cH:32][cH:33]1.[CH3:6][O:7][CH2:8][CH2:9][O:10][CH2:11][CH2:12][OH:13].[OH2:14].[OH2:26].[c:15]1([CH3:16])[cH:17][cH:18][c:19]([S:20]([OH:21])(=[O:22])=[O:23])[cH:24][cH:25]1>>[Br:1][CH2:2][C:3](=[O:4])[O:5][CH2:12][CH2:11][O:10][CH2:9][CH2:8][O:7][CH3:6]. Starting materials: NC1=C(C=CC(=C1)Cl)C(=O)N1CCCC1 ((2-Amino-4-chlorophenyl)(1-pyrrolidinyl)methanone), N1CCCC1 (pyrrolidine), ClC1=CC2=C(C(OC(N2)=O)=O)C=C1 (7-chloro-2H-3,1-benzoxazine-2,4(1H)-dione). The product is ClC1=CC(=C(C=C1)C(=O)N1CCCC1)NCC=1NCCN1 ((4-chloro-2-[(4,5-dihydro-1H-imidazol-2-ylmethyl)amino]phenyl}(1-pyrrolidinyl)methanone). Reaction SMILES: [NH2:1][C:2]1[CH:7]=[C:6]([Cl:8])[CH:5]=[CH:4][C:3]=1[C:9]([N:11]1[CH2:15][CH2:14][CH2:13][CH2:12]1)=[O:10].[NH:16]1[CH2:20][CH2:19][CH2:18][CH2:17]1.ClC1C=CC2C(=O)OC(=O)[NH:29]C=2C=1>>[Cl:8][C:6]1[CH:5]=[CH:4][C:3]([C:9]([N:11]2[CH2:15][CH2:14][CH2:13][CH2:12]2)=[O:10])=[C:2]([NH:1][CH2:18][C:17]2[NH:29][CH2:19][CH2:20][N:16]=2)[CH:7]=1. Reported procedure: (2-Amino-4-chlorophenyl)(1-pyrrolidinyl)methanone (prepared from pyrrolidine and 7-chloro-2H-3,1-benzoxazine-2,4(1H)-dione using the methods described in Example 17) and CMI were reacted using conditions described in the general procedure for CMI coupling to give (4-chloro-2-[(4,5-dihydro-1H-imidazol-2-ylmethyl)amino]phenyl}(1-pyrrolidinyl)methanone.